Dataset: the Open Reaction Database (ORD), a public repository of structured organic reaction records. Task: describe an organic reaction: reactants, conditions, products, and yield Yields the product hydrochloride salt, COC1=C(CN[C@@H]2[C@@H](NCCC2)C2=CC=CC=C2)C=CC=C1 (Cis-3-(2-methoxybenzylamino)-2-phenylpiperidine). Starting materials: CSC.B (Borane dimethylsulfide), COC1=C(CN[C@@H]2CCC(N[C@@H]2C2=CC=CC=C2)=O)C=CC=C1 (cis-5-(2-methoxybenzylamino)-2-oxo-6-phenylpiperidine), C([O-])([O-])=O.[K+].[K+] (potassium carbonate), CSC.B (borane dimethylsulfide), Cl.CCOCC (hydrochloric acid ether). Run in C(Cl)Cl (methylene chloride), O1CCCC1 (tetrahydrofuran), O1CCCC1 (tetrahydrofuran), C(Cl)(Cl)Cl (chloroform), C(C)O (Ethanol), CO (methanol). Procedure details: Borane dimethylsulfide in tetrahydrofuran (2M, 158 ml, 315 mmole) was added to a solution of cis-5-(2-methoxybenzylamino)-2-oxo-6-phenylpiperidine (19.6 g, 63.0 mmole) in tetrahydrofuran (500 ml) under nitrogen and the reaction mixture was heated at reflux for 18 hours. At the end of this period, the reaction mixture was cooled and the excess borane dimethylsulfide was cautiously decomposed by dropwise addition of methanol. The contents of the reaction mixture were then concentrated under vacuum... Yield: 120.0%. As a reaction SMILES: CSC.B.[CH3:5][O:6][C:7]1[CH:27]=[CH:26][CH:25]=[CH:24][C:8]=1[CH2:9][NH:10][C@H:11]1[C@@H:16]([C:17]2[CH:22]=[CH:21][CH:20]=[CH:19][CH:18]=2)[NH:15][C:14](=O)[CH2:13][CH2:12]1.C(=O)([O-])[O-].[K+].[K+].Cl.CCOCC>O1CCCC1.C(Cl)Cl.C(Cl)(Cl)Cl.C(O)C.CO>[CH3:5][O:6][C:7]1[CH:27]=[CH:26][CH:25]=[CH:24][C:8]=1[CH2:9][NH:10][C@H:11]1[CH2:12][CH2:13][CH2:14][NH:15][C@H:16]1[C:17]1[CH:18]=[CH:19][CH:20]=[CH:21][CH:22]=1 |f:0.1,3.4.5,6.7|.